From a dataset of the Open Reaction Database (ORD), a public repository of structured organic reaction records. describe an organic reaction: reactants, conditions, products, and yield The reactants are NC1(C2=CC(=CC=C2OCC12CC2)Br)C(CO)(F)F (2-(4-amino-6-bromo-4H-spiro[chromene-3,1′-cyclopropan]-4-yl)-2,2-difluoroethanol), C(C1=CC=CC=C1)(=O)N=C=S (benzoyl isothiocyanate). The solvent is CC(=O)C (acetone). Run at time 2 hour. Product: BrC=1C=C2C(C3(CC3)COC2=CC1)(C(CO)(F)F)NC(=S)NC(C1=CC=CC=C1)=O (N-{[6-bromo-4-(1,1-difluoro-2-hydroxyethyl)-4H-spiro[chromene-3,1′-cyclopropan]-4-yl]carbamothioyl}benzamide). Isolated yield 21.3%. Reaction SMILES: [NH2:1][C:2]1([C:15]([F:19])([F:18])[CH2:16][OH:17])[C:11]2([CH2:13][CH2:12]2)[CH2:10][O:9][C:8]2[C:3]1=[CH:4][C:5]([Br:14])=[CH:6][CH:7]=2.[C:20]([N:28]=[C:29]=[S:30])(=[O:27])[C:21]1[CH:26]=[CH:25][CH:24]=[CH:23][CH:22]=1>CC(C)=O>[Br:14][C:5]1[CH:4]=[C:3]2[C:8](=[CH:7][CH:6]=1)[O:9][CH2:10][C:11]1([CH2:13][CH2:12]1)[C:2]2([NH:1][C:29]([NH:28][C:20](=[O:27])[C:21]1[CH:22]=[CH:23][CH:24]=[CH:25][CH:26]=1)=[S:30])[C:15]([F:19])([F:18])[CH2:16][OH:17]. Procedure details: Under ice cooling, to a solution of 2-(4-amino-6-bromo-4H-spiro[chromene-3,1′-cyclopropan]-4-yl)-2,2-difluoroethanol (2.24 g, 6.46 mmol) in acetone (45 mL) was added benzoyl isothiocyanate (1.16 g, 7.10 mmol), and the mixture was stirred for 2 hours at room temperature and stirred for 13 hours at 40° C. After concentration, the residue was purified by silica gel chromatography (EtOAc/hexane=1:99-30:70) followed by purification using silica gel chromatography (NH-silicagel, EtOH/CHCl3=0:100-10:90...